This data is from the Open Reaction Database (ORD), a public repository of structured organic reaction records. The task is: describe an organic reaction: reactants, conditions, products, and yield The reactants are ClC1=NC(=NC=N1)NC1=CC(=CC=C1)CS(=O)(=O)C (4-chloro-N-{3-[(methylsulfonyl)methyl]phenyl}-1,3,5-triazin-2-amine), O1CCCC2=CC=CC(=C12)B(O)O (3,4-dihydro-2H-chromen-8-ylboronic acid). Yields the product O1CCCC2=CC=CC(=C12)C1=NC(=NC=N1)NC1=CC(=CC=C1)CS(=O)(=O)C (4-(3,4-Dihydro-2H-chromen-8-yl)-N-{3-[(methylsulfonyl)methyl]phenyl}-1,3,5-triazin-2-amine). As a reaction SMILES: Cl[C:2]1[N:7]=[CH:6][N:5]=[C:4]([NH:8][C:9]2[CH:14]=[CH:13][CH:12]=[C:11]([CH2:15][S:16]([CH3:19])(=[O:18])=[O:17])[CH:10]=2)[N:3]=1.[O:20]1[C:29]2[C:24](=[CH:25][CH:26]=[CH:27][C:28]=2B(O)O)[CH2:23][CH2:22][CH2:21]1>>[O:20]1[C:29]2[C:24](=[CH:25][CH:26]=[CH:27][C:28]=2[C:2]2[N:7]=[CH:6][N:5]=[C:4]([NH:8][C:9]3[CH:14]=[CH:13][CH:12]=[C:11]([CH2:15][S:16]([CH3:19])(=[O:18])=[O:17])[CH:10]=3)[N:3]=2)[CH2:23][CH2:22][CH2:21]1. Procedure: Example 12 was prepared under similar conditions as described in the preparation of Example 1 using crude 4-chloro-N-{3-[(methylsulfonyl)methyl]phenyl}-1,3,5-triazin-2-amine and 3,4-dihydro-2H-chromen-8-ylboronic acid (Parkway Scientific LLC). The reactants are C(=O)NN (formyl hydrazine), C1(=CC=CC=C1)CN1CCC(CC1)N (1-(Phenylmethyl)4-piperidinamine), ClC(Cl)(OC(OC(Cl)(Cl)Cl)=O)Cl (triphosgene). The solvent is C(C)N(CC)CC (triethylamine), ClCCl (dichloromethane), C(C)N(CC)CC (triethylamine), ClCCl (dichloromethane). Reaction conditions: time 30 minute. Product: C(=O)NNC(=O)NC1CCN(CC1)CC1=CC=CC=C1 (2-Formyl-N-[1-(phenylmethyl)-4-piperidinyl]-hydrazinecarboxamide). Isolated yield 173.2%. Reaction SMILES: [C:1]1([CH2:7][N:8]2[CH2:13][CH2:12][CH:11]([NH2:14])[CH2:10][CH2:9]2)[CH:6]=[CH:5][CH:4]=[CH:3][CH:2]=1.ClC(Cl)(O[C:19](=[O:25])OC(Cl)(Cl)Cl)Cl.[CH:27]([NH:29][NH2:30])=[O:28]>ClCCl.C(N(CC)CC)C>[CH:27]([NH:29][NH:30][C:19]([NH:14][CH:11]1[CH2:12][CH2:13][N:8]([CH2:7][C:1]2[CH:2]=[CH:3][CH:4]=[CH:5][CH:6]=2)[CH2:9][CH2:10]1)=[O:25])=[O:28]. Procedure: 1-(Phenylmethyl)4-piperidinamine (3 g) in dichloromethane (10 mL) and triethylamine (4.5 mL) were added dropwise to a stirred solution of triphosgene (1.55 g) in dichloromethane (20 mL) at 0° C. under nitrogen. The reaction mixture was allowed to warm to room temperature and stirred for 30 minutes. The mixture was cooled to 0° C. and formyl hydrazine (1.4 g) and triethylamine (4.5 mL) were added. The reaction was stirred at room temperature for 1 hour and then evaporated to dryness. Purification... The reactants are C(C)(=O)OC(C)=O (Acetic anhydride), OCC(C)(C)C1=NOC(=C1)NC(C(C)(S(=O)(=O)C1CCOCC1)C)=O (N-[3-(2-hydroxy-1,1-dimethyl-ethyl)-isoxazol-5-yl]-2-methyl-2-(tetrahydro-pyran-4-sulfonyl)-propionamide), N1=CC=CC=C1 (pyridine). Reagents/catalysts: CN(C)C=1C=CN=CC1 (DMAP). Solvent: C(Cl)Cl (DCM). Product: CC(COC(C)=O)(C)C1=NOC(=C1)NC(C(C)(S(=O)(=O)C1CCOCC1)C)=O (acetic acid 2-methyl-2-{5-[2-methyl-2-(tetrahydro-pyran-4-sulfonyl)-propionylamino]-isoxazol-3-yl}-propyl ester). The yield is 81.2%. As a reaction SMILES: [C:1](OC(=O)C)(=[O:3])[CH3:2].[OH:8][CH2:9][C:10]([C:13]1[CH:17]=[C:16]([NH:18][C:19](=[O:32])[C:20]([CH3:31])([S:22]([CH:25]2[CH2:30][CH2:29][O:28][CH2:27][CH2:26]2)(=[O:24])=[O:23])[CH3:21])[O:15][N:14]=1)([CH3:12])[CH3:11].N1C=CC=CC=1>CN(C1C=CN=CC=1)C.C(Cl)Cl>[CH3:11][C:10]([C:13]1[CH:17]=[C:16]([NH:18][C:19](=[O:32])[C:20]([CH3:31])([S:22]([CH:25]2[CH2:26][CH2:27][O:28][CH2:29][CH2:30]2)(=[O:24])=[O:23])[CH3:21])[O:15][N:14]=1)([CH3:12])[CH2:9][O:8][C:1](=[O:3])[CH3:2]. Procedure: Acetic anhydride (24 uL, 0.26 mmol) and a catalytic amount of DMAP are added in sequence to a solution of N-[3-(2-hydroxy-1,1-dimethyl-ethyl)-isoxazol-5-yl]-2-methyl-2-(tetrahydro-pyran-4-sulfonyl)-propionamide (80.0 mg, 0.21 mmol) and pyridine (21 uL, 0.26 mmol) in anhydrous DCM (2.1 mL). The solution is stirred at room temperature until complete consumption of starting material. After removal of the solvent under reduced pressure, the crude is purified by silica gel column chromatography to af... As a reaction SMILES: FC(F)(F)C(O)=O.[CH3:8][S:9]([C:12]1[CH:33]=[CH:32][C:15]([O:16][C:17]2[N:22]=[CH:21][N:20]=[C:19]3[N:23]([CH:26]4[CH2:31][CH2:30][NH:29][CH2:28][CH2:27]4)[N:24]=[CH:25][C:18]=23)=[CH:14][CH:13]=1)(=[O:11])=[O:10].[CH:34]1([C:39](Cl)=[O:40])[CH2:38][CH2:37][CH2:36][CH2:35]1>>[CH:34]1([C:39]([N:29]2[CH2:28][CH2:27][CH:26]([N:23]3[C:19]4=[N:20][CH:21]=[N:22][C:17]([O:16][C:15]5[CH:14]=[CH:13][C:12]([S:9]([CH3:8])(=[O:11])=[O:10])=[CH:33][CH:32]=5)=[C:18]4[CH:25]=[N:24]3)[CH2:31][CH2:30]2)=[O:40])[CH2:38][CH2:37][CH2:36][CH2:35]1 |f:0.1|. Reactants: FC(C(=O)O)(F)F.CS(=O)(=O)C1=CC=C(OC2=C3C(=NC=N2)N(N=C3)C3CCNCC3)C=C1 (4-(4-methanesulfonyl-phenoxy)-1-piperidin-4-yl-1H-pyrazolo[3,4-d]pyrimidine trifluoroacetate salt), FC(C(=O)O)(F)F.CS(=O)(=O)C1=CC=C(OC2=C3C(=NC=N2)N(N=C3)C3CCNCC3)C=C1 (4-(4-methanesulfonyl-phenoxy)-1-piperidin-4-yl-1H-pyrazolo[3,4-d]pyrimidine trifluoroacetate salt), C1(CCCC1)C(=O)Cl (cyclopentanecarbonyl chloride). Product: C1(CCCC1)C(=O)N1CCC(CC1)N1N=CC=2C1=NC=NC2OC2=CC=C(C=C2)S(=O)(=O)C (Cyclopentyl-{4-[4-(4-methanesulfonyl-phenoxy)-pyrazolo[3,4-d]pyrimidin-1-yl]-piperidin-1-yl}-methanone). Procedure details: Cyclopentyl-{4-[4-(4-methanesulfonyl-phenoxy)-pyrazolo[3,4-d]pyrimidin-1-yl]-piperidin-1-yl}-methanone was prepared according to General Procedure I by the reaction of 4-(4-methanesulfonyl-phenoxy)-1-piperidin-4-yl-1H-pyrazolo[3,4-d]pyrimidine trifluoroacetate salt (Intermediate 27) with cyclopentanecarbonyl chloride (available from Aldrich Chemical Company, Inc., Milwaukee, Wis., USA). 1H NMR (400 MHz, DMSO-d6) δ 1.54-1.79 (m, 8H), 1.93-2.10 (m, 4H), 2.82-2.87 (m, 1H), 3.02-3.08 (m, 1H), 3.30 (... The reactants are C(C)(C)N1N=CC=C1B1OC(C(O1)(C)C)(C)C (1-isopropyl-5-(4,4,5,5-tetramethyl-1,3,2-dioxaborolan-2-yl)-1H-pyrazole), IC1=CN=C2N1C1=C(OCC2)C=C(C=N1)C(=O)OC (methyl 10-iodo-6,7-dihydroimidazo[1,2-d]pyrido[3,2-b][1,4]oxazepine-3-carboxylate), ClCCl (dichloromethane), C(C)(=O)[O-].[K+] (Potassium acetate), COCCOC (1,2-Dimethoxyethane). Reagents/catalysts: C1=CC=C(C=C1)P([C-]2C=CC=C2)C3=CC=CC=C3.C1=CC=C(C=C1)P([C-]2C=CC=C2)C3=CC=CC=C3.Cl[Pd]Cl.[Fe+2] ([1,1′-Bis(diphenylphosphino)ferrocene]dichloropalladium(II)). Solvent: O (water). Yields the product C(C)(C)N1N=CC=C1C=1N=C2N(C3=C(OCC2)C=C(C=N3)C(=O)OC)C1 (Methyl 9-(1-isopropyl-1H-pyrazol-5-yl)-6,7-dihydroimidazo[1,2-d]pyrido[3,2-b][1,4]oxazepine-3-carboxylate). Reaction SMILES: [CH:1]([N:4]1[C:8](B2OC(C)(C)C(C)(C)O2)=[CH:7][CH:6]=[N:5]1)([CH3:3])[CH3:2].I[C:19]1[N:23]2[C:24]3[N:32]=[CH:31][C:30]([C:33]([O:35][CH3:36])=[O:34])=[CH:29][C:25]=3[O:26][CH2:27][CH2:28][C:22]2=[N:21][CH:20]=1.ClCCl.C([O-])(=O)C.[K+].COCCOC>O.C1C=CC(P(C2C=CC=CC=2)[C-]2C=CC=C2)=CC=1.C1C=CC(P(C2C=CC=CC=2)[C-]2C=CC=C2)=CC=1.Cl[Pd]Cl.[Fe+2]>[CH:1]([N:4]1[C:8]([C:20]2[N:21]=[C:22]3[CH2:28][CH2:27][O:26][C:25]4[CH:29]=[C:30]([C:33]([O:35][CH3:36])=[O:34])[CH:31]=[N:32][C:24]=4[N:23]3[CH:19]=2)=[CH:7][CH:6]=[N:5]1)([CH3:2])[CH3:3] |f:3.4,7.8.9.10|. Reported procedure: A mixture of 1-isopropyl-5-(4,4,5,5-tetramethyl-1,3,2-dioxaborolan-2-yl)-1H-pyrazole (117.1 mg, 0.4958 mmol), methyl 10-iodo-6,7-dihydroimidazo[1,2-d]pyrido[3,2-b][1,4]oxazepine-3-carboxylate (92.0 mg, 0.248 mmol), [1,1′-Bis(diphenylphosphino)ferrocene]dichloropalladium(II), complex with dichloromethane (1:1) (20.24 mg, 0.02479 mmol) and 1.0 M of Potassium acetate in water (0.49 mL) in 1,2-Dimethoxyethane (5.0 mL, 48 mmol) was degassed. The reaction was microwaved on 200 watts, 140° C. for 40 mi... Starting materials: [H-].[Na+] (Sodium hydride), CC=1N(C=C(N1)C=1C=NN(C1C1=CC=C(C=C1)C)C)NC=N (N-{2-methyl-4-[1-methyl-5-(4-methylphenyl)-1H-pyrazol-4-yl]-1H-imidazol-1-yl}imidoformamide), C(=O)(N1C=NC=C1)N1C=NC=C1 (1,1′-carbonyldiimidazole). Run in O1CCOCC1 (1,4-dioxane). Reaction conditions: temperature 75 celsius, time 30 minute. Yields the product CC1=NC(=C2C(NC=NN21)=O)C=2C=NN(C2C2=CC=C(C=C2)C)C (7-methyl-5-[1-methyl-5-(4-methylphenyl)-1H-pyrazol-4-yl]imidazo[5,1-f][1,2,4]triazin-4(3H)-one). As a reaction SMILES: [H-].[Na+].[CH3:3][C:4]1[N:5]([NH:22][CH:23]=[NH:24])[CH:6]=[C:7]([C:9]2[CH:10]=[N:11][N:12]([CH3:21])[C:13]=2[C:14]2[CH:19]=[CH:18][C:17]([CH3:20])=[CH:16][CH:15]=2)[N:8]=1.[C:25](N1C=CN=C1)(N1C=CN=C1)=[O:26]>O1CCOCC1>[CH3:3][C:4]1[N:5]2[C:6]([C:25](=[O:26])[NH:24][CH:23]=[N:22]2)=[C:7]([C:9]2[CH:10]=[N:11][N:12]([CH3:21])[C:13]=2[C:14]2[CH:15]=[CH:16][C:17]([CH3:20])=[CH:18][CH:19]=2)[N:8]=1 |f:0.1|. Procedure details: Sodium hydride (60% dispersion in mineral oil, 24 mg, 0.60 mmol) was added to a solution of N-{2-methyl-4-[1-methyl-5-(4-methylphenyl)-1H-pyrazol-4-yl]-1H-imidazol-1-yl}imidoformamide (70 mg, 0.24 mmol) in 1,4-dioxane (4.0 mL), and the mixture was heated at 75° C. for 10 minutes. The reaction was cooled, treated with 1,1′-carbonyldiimidazole (135 mg, 0.833 mmol), allowed to stir at room temperature for 30 minutes, and then heated to 100° C. for 18 hours. After the reaction cooled to room tempera... As a reaction SMILES: B(Br)(Br)Br.[Cl:5][C:6]1[CH:7]=[CH:8][C:9]([O:24]C)=[C:10]([CH:12]2[CH2:21][C:20]3[N:19]=[CH:18][CH:17]=[C:16]([CH3:22])[C:15]=3[C:14](=[O:23])[CH2:13]2)[CH:11]=1.C(=O)([O-])O.[Na+]>ClCCl>[Cl:5][C:6]1[CH:7]=[CH:8][C:9]([OH:24])=[C:10]([CH:12]2[CH2:21][C:20]3[N:19]=[CH:18][CH:17]=[C:16]([CH3:22])[C:15]=3[C:14](=[O:23])[CH2:13]2)[CH:11]=1 |f:2.3|. The solvent is ClCCl (dichloromethane), ClCCl (dichloromethane). Procedure: To a solution of 1M boron tribromide in dichloromethane (12.3 ml) was added dropwise a solution of 7-(5-chloro-2-methoxyphenyl)-4-methyl-5,6,7,8-tetrahydroquinolin-5-one (1.2 g) in dichloromethane (30 ml) at 0° C. The reaction solution was stirred at room temperature for 1.5 hours, and to the solution were added ice and sodium hydrogen carbonate solution. The mixture was extracted with ethyl acetate, and the organic layer was washed with water and saturated brine, and dried with sodium sulfate. ... Yields the product ClC=1C=CC(=C(C1)C1CC(C=2C(=CC=NC2C1)C)=O)O (7-(5-chloro-2-hydroxyphenyl)-4-methyl-5,6,7,8-tetrahydroquinolin-5-one). Starting materials: C(O)([O-])=O.[Na+] (sodium hydrogen carbonate), B(Br)(Br)Br (boron tribromide), ClC=1C=CC(=C(C1)C1CC(C=2C(=CC=NC2C1)C)=O)OC (7-(5-chloro-2-methoxyphenyl)-4-methyl-5,6,7,8-tetrahydroquinolin-5-one). Run at time 1.5 hour. The reactants are Cl (HCl), COC(CCC(=O)N1CCC2=CC(=CC=C12)S(=O)(=O)Cl)=O (1-(4-methoxy-4-oxobutanoyl)indoline-5-sulfonyl chloride), FC1=CC=C(C=C1)N1CCNCC1 (1-(4-Fluorophenyl)piperazine), N1=CC=CC=C1 (pyridine). The solvent is O (water), ClCCl (dichloromethane), ice water. Reaction conditions: time 3 hour. Yields the product FC1=CC=C(C=C1)N1CCN(CC1)S(=O)(=O)C=1C=C2CCN(C2=CC1)C(CCC(=O)OC)=O (methyl 4-(5-(4-(4-fluorophenyl)piperazin-1-ylsulfonyl)indolin-1-yl)-4-oxobutanoate). Yield: 67.0%. As a reaction SMILES: [F:1][C:2]1[CH:7]=[CH:6][C:5]([N:8]2[CH2:13][CH2:12][NH:11][CH2:10][CH2:9]2)=[CH:4][CH:3]=1.N1C=CC=CC=1.[CH3:20][O:21][C:22](=[O:40])[CH2:23][CH2:24][C:25]([N:27]1[C:35]2[C:30](=[CH:31][C:32]([S:36](Cl)(=[O:38])=[O:37])=[CH:33][CH:34]=2)[CH2:29][CH2:28]1)=[O:26].Cl>ClCCl.O>[F:1][C:2]1[CH:3]=[CH:4][C:5]([N:8]2[CH2:13][CH2:12][N:11]([S:36]([C:32]3[CH:31]=[C:30]4[C:35](=[CH:34][CH:33]=3)[N:27]([C:25](=[O:26])[CH2:24][CH2:23][C:22]([O:21][CH3:20])=[O:40])[CH2:28][CH2:29]4)(=[O:37])=[O:38])[CH2:10][CH2:9]2)=[CH:6][CH:7]=1. Procedure: 1-(4-Fluorophenyl)piperazine (185 mg, 1.0 mmol) and pyridine (1 mL) were dissolved in dichloromethane (60 mL) under argon. The solution was chilled in ice-water bath and XW2-004 1-(4-methoxy-4-oxobutanoyl)indoline-5-sulfonyl chloride (333 mg, 1.0 mmol) was added. The reaction solution was then warmed to room temperature and stirred for 3 hours. After the reaction, water [(50 mL with 37% HCl (1 L)] was added to the solution. The organic layer was separated and washed with water, brine and dried o... Reactants: ClC1=CC=C(CCNCC(C)O)C=C1 (1-(4-chlorophenethylamino)propan-2-ol), S(=O)(Cl)Cl (thionyl chloride). The product is Cl.ClC(CNCCC1=CC=C(C=C1)Cl)C (2-chloro-N-(4-chlorophenethyl)propan-1-amine hydrochloride). Reaction SMILES: [Cl:1][C:2]1[CH:14]=[CH:13][C:5]([CH2:6][CH2:7][NH:8][CH2:9][CH:10](O)[CH3:11])=[CH:4][CH:3]=1.S(Cl)([Cl:17])=O>>[ClH:1].[Cl:17][CH:10]([CH3:11])[CH2:9][NH:8][CH2:7][CH2:6][C:5]1[CH:13]=[CH:14][C:2]([Cl:1])=[CH:3][CH:4]=1 |f:2.3|. Procedure: reacting the 1-(4-chlorophenethylamino)propan-2-ol with thionyl chloride to form 2-chloro-N-(4-chlorophenethyl)propan-1-amine hydrochloride.